Dataset: the Open Reaction Database (ORD), a public repository of structured organic reaction records. Task: describe an organic reaction: reactants, conditions, products, and yield Reactants: C([O-])([O-])=O.[K+].[K+] (potassium carbonate), FC(CO)(C(F)(F)F)F (2,2,3,3,3-pentafluoropropanol), FC=1C=C2CCC(C2=CC1)=O (5-fluoro-1-indanone). The solvent is CC(=O)N(C)C (dimethylacetamide). Run at temperature 97.5 celsius, time 10 hour. The product is FC(COC=1C=C2CCC(C2=CC1)=O)(C(F)(F)F)F (5-(2,2,3,3,3-pentafluoropropoxy)-1-indanone). As a reaction SMILES: F[C:2]1[CH:3]=[C:4]2[C:8](=[CH:9][CH:10]=1)[C:7](=[O:11])[CH2:6][CH2:5]2.C(=O)([O-])[O-].[K+].[K+].[F:18][C:19]([F:26])([C:22]([F:25])([F:24])[F:23])[CH2:20][OH:21]>CC(N(C)C)=O>[F:18][C:19]([F:26])([C:22]([F:25])([F:24])[F:23])[CH2:20][O:21][C:2]1[CH:3]=[C:4]2[C:8](=[CH:9][CH:10]=1)[C:7](=[O:11])[CH2:6][CH2:5]2 |f:1.2.3|. Reported procedure: 6.5 g of 5-fluoro-1-indanone are dissolved in 50 ml of dry dimethylacetamide and, after addition of 36.5 g of anhydrous ground potassium carbonate and 12.9 g of 2,2,3,3,3-pentafluoropropanol, stirred at 95-100° C. for 10 h. The solvent is then removed by distillation in vacuo; 300 ml of water are added to the residue, and the aqueous phase is extracted with ethyl acetate several times. The organic phase is washed with water, dried over sodium sulfate and concentrated in vacuo. Purification on si... Procedure details: Analogously to Example 21 D) 1)c), 2.0 g (6.55 mmol) of 5(S)-[1(S)-(Boc-amino)-2-phenylethyl]-dihydrofuran-2-(3H)-one [Example 21 D) 1)b)] dissolved in 40 ml of THF are deprotonated at -75° C. with 13.1 ml of lithium bis(trimethylsilyl)amide 1M in THF and alkylated (60 min -60° C.) with 1.4 g (7.2 mmol) of 3-bromomethylbenzonitrile (Fluka; Buchs/Switzerland). Column chromatography (SiO2, hexane/ethyl acetate 2:1) and stirring in hexane yields the pure title compound: TLC Rf (D)=0.41; tRet (I)=16... Starting materials: C[Si](C)(C)[N-][Si](C)(C)C.[Li+] (lithium bis(trimethylsilyl)amide), CCCCCC.C(C)(=O)OCC (hexane ethyl acetate), C(=O)(OC(C)(C)C)N[C@@H](CC1=CC=CC=C1)[C@@H]1CCC(O1)=O (5(S)-[1(S)-(Boc-amino)-2-phenylethyl]-dihydrofuran-2-(3H)-one), BrCC=1C=C(C#N)C=CC1 (3-bromomethylbenzonitrile). RXN SMILES: [C:1]([NH:8][C@H:9]([C@H:17]1[O:21][C:20](=[O:22])[CH2:19][CH2:18]1)[CH2:10][C:11]1[CH:16]=[CH:15][CH:14]=[CH:13][CH:12]=1)([O:3][C:4]([CH3:7])([CH3:6])[CH3:5])=[O:2].C[Si]([N-][Si](C)(C)C)(C)C.[Li+].Br[CH2:34][C:35]1[CH:36]=[C:37]([CH:40]=[CH:41][CH:42]=1)[C:38]#[N:39].CCCCCC.C(OCC)(=O)C>C1COCC1.CCCCCC>[C:1]([NH:8][C@H:9]([C@H:17]1[O:21][C:20](=[O:22])[C@H:19]([CH2:34][C:35]2[CH:42]=[CH:41][CH:40]=[C:37]([C:38]#[N:39])[CH:36]=2)[CH2:18]1)[CH2:10][C:11]1[CH:16]=[CH:15][CH:14]=[CH:13][CH:12]=1)([O:3][C:4]([CH3:6])([CH3:7])[CH3:5])=[O:2] |f:1.2,4.5|. The product is C(=O)(OC(C)(C)C)N[C@@H](CC1=CC=CC=C1)[C@@H]1C[C@H](C(O1)=O)CC1=CC(=CC=C1)C#N (5(S)-[1(S)-(Boc-amino)-2-phenylethyl]-3(R)-(m-cyanophenylmethyl)-dihydrofuran-2-(3H)-one). Run in C1CCOC1 (THF), CCCCCC (hexane), C1CCOC1 (THF). Reactants: O=C1OC(c2ccccc2)(c2ccccc2)CC(O)=C1Br, C1CCNCC1, CC(C)c1cc(Cl)ccc1S, ClCCl. Product: CC(C)c1cc(Cl)ccc1SC1=C(O)CC(c2ccccc2)(c2ccccc2)OC1=O. RXN SMILES: [Br:1][C:2]1=[C:7]([OH:8])[CH2:6][C:5]([c:9]2[cH:10][cH:11][cH:12][cH:13][cH:14]2)([c:15]2[cH:16][cH:17][cH:18][cH:19][cH:20]2)[O:4][C:3]1=[O:21].[CH2:33]1[CH2:34][CH2:35][NH:36][CH2:37][CH2:38]1.[Cl:22][c:23]1[cH:24][c:25]([CH:30]([CH3:31])[CH3:32])[c:26]([SH:29])[cH:27][cH:28]1.[Cl:39][CH2:40][Cl:41]>>[C:2]1([S:29][c:26]2[c:25]([CH:30]([CH3:31])[CH3:32])[cH:24][c:23]([Cl:22])[cH:28][cH:27]2)=[C:7]([OH:8])[CH2:6][C:5]([c:9]2[cH:10][cH:11][cH:12][cH:13][cH:14]2)([c:15]2[cH:16][cH:17][cH:18][cH:19][cH:20]2)[O:4][C:3]1=[O:21]. Reactants: O (water), BrC=1C=CC2=C(C(CO2)(C)C)C1 (5-bromo-3,3-dimethyl-2,3-dihydro-benzofuran), CCCCCC (hexane), C(CCC)[Li] (n-butyllithium). The solvent is O1CCCC1 (tetrahydrofuran). Reaction conditions: temperature -78 celsius, time 5 minute. Yields the product CC1(COC2=C1C=CC=C2)C (3,3-dimethyl-2,3-dihydro-benzofuran). Isolated yield 98.9%. As a reaction SMILES: Br[C:2]1[CH:3]=[CH:4][C:5]2[O:9][CH2:8][C:7]([CH3:11])([CH3:10])[C:6]=2[CH:12]=1.C([Li])CCC.CCCCCC.O>O1CCCC1>[CH3:10][C:7]1([CH3:11])[C:6]2[CH:12]=[CH:2][CH:3]=[CH:4][C:5]=2[O:9][CH2:8]1. Procedure details: To a solution of 5-bromo-3,3-dimethyl-2,3-dihydro-benzofuran (example 1f) (3.3 g, 14.53 mmol) in tetrahydrofuran (30 mL) was added dropwise, at −78° C., under an atmosphere of argon, a solution of n-butyllithium in hexane (8.8 mL, 22 mmol). The mixture was stirred at −78° C. for 5 minutes, then water was added and the mixture was warmed up to room temperature and stirred for 30 minutes. The layers were separated. The aqueous layer was extracted twice with ethyl acetate and the organic combined e... The reactants are C1=CC2=C(C=C1O)C(=CN2)CCN.Cl (serotonin hydrochloride), N1=CC=CC=C1 (pyridine), [OH-].[Na+] (Sodium hydroxide), solution, C(C)(=O)OC(C)=O (Acetic anhydride). The solvent is C(C)(C)O (isopropyl alcohol), C(C)(=O)O (acetic acid). Conditions: temperature 0 celsius, time 20 hour. Product: CC(=O)NCCC1=CNC2=C1C=C(C=C2)O (N-acetyl serotonin). The yield is 23.4%. Reaction SMILES: [CH:1]1[C:6]([OH:7])=[CH:5][C:4]2[C:8]([CH2:11][CH2:12][NH2:13])=[CH:9][NH:10][C:3]=2[CH:2]=1.Cl.N1C=CC=CC=1.[C:21](OC(=O)C)(=[O:23])[CH3:22].[OH-].[Na+]>C(O)(=O)C.C(O)(C)C>[CH3:22][C:21]([NH:13][CH2:12][CH2:11][C:8]1[C:4]2[CH:5]=[C:6]([OH:7])[CH:1]=[CH:2][C:3]=2[NH:10][CH:9]=1)=[O:23] |f:0.1,4.5|. Procedure: N-acetyl serotonin was synthesized as follows. 100 mg (0.47 mmol) serotonin hydrochloride and 10 mL of pyridine were mixed in a 100 mL round-bottomed flask, and the solution was cooled to 0° C. under argon. Acetic anhydride (2.84 g, 28.4 mmol) was added slowly over 1 hr. After stirring at 0° C. for 20 hr the reaction was terminated by removing the volatile reagents under high vacuum. The remaining syrup was dissolved into 25 mL of methylene chloride and washed with 0.1 M HCl until the pH of the ... The reactants are Clc1ccc(OCCBr)c(Cl)c1, CCOC(=O)c1ccc(N)cc1, CN(C)P(=O)(N(C)C)N(C)C, O. Yields the product CCOC(=O)c1ccc(NCCOc2ccc(Cl)cc2Cl)cc1. As a reaction SMILES: [Br:1][CH2:2][CH2:3][O:4][c:5]1[c:6]([Cl:12])[cH:7][c:8]([Cl:11])[cH:9][cH:10]1.[CH3:13][CH2:14][O:15][C:16](=[O:17])[c:18]1[cH:19][cH:20][c:21]([NH2:22])[cH:23][cH:24]1.[CH3:25][N:26]([P:27]([N:28]([CH3:29])[CH3:30])([N:31]([CH3:32])[CH3:33])=[O:34])[CH3:35].[OH2:36]>>[CH2:2]([CH2:3][O:4][c:5]1[c:6]([Cl:12])[cH:7][c:8]([Cl:11])[cH:9][cH:10]1)[NH:22][c:21]1[cH:20][cH:19][c:18]([C:16]([O:15][CH2:14][CH3:13])=[O:17])[cH:24][cH:23]1. Starting materials: [Br-], CCCCCC, [Li+], O=C(O)c1ccccc1. Product: [Br-], [Li+], O=C(O)c1ccccc1. RXN SMILES: [Br-:11].[CH3:12][CH2:13][CH2:14][CH2:15][CH2:16][CH3:17].[Li+:10].[OH:1][C:2](=[O:3])[c:4]1[cH:5][cH:6][cH:7][cH:8][cH:9]1>>[Br-:11].[Li+:10].[O:1]=[C:2]([OH:3])[c:4]1[cH:5][cH:6][cH:7][cH:8][cH:9]1. Reactants: C(C)(=O)OCCN1C(C(NC(C2=C1C=CC(=C2)Cl)=O)CC2=C(C=CC=C2)Cl)=O (2-(7-chloro-3-(2-chlorobenzyl)-2,5-dioxo-2,3,4,5-tetrahydro-1H-benzo[e][1,4]diazepin-1-yl)ethyl acetate), [Si](C)(C)(C(C)(C)C)Cl (tert-butyldimethylsilyl chloride), N1C=NC=C1 (imidazole), [OH-].[Na+] (sodium hydroxide), Cl (hydrochloric acid). The solvent is CO (Methanol), C(C)(=O)OCC (ethyl acetate), O1CCCC1 (tetrahydrofuran). Run at time 2 hour. Product: [Si](C)(C)(C(C)(C)C)OCCN1C(C(NC(C2=C1C=CC(=C2)Cl)=O)CC2=C(C=CC=C2)Cl)=O (1-(2-((tert-butyldimethylsilyl)oxy)ethyl)-7-chloro-3-(2-chlorobenzyl)-3,4-dihydro-1H-benzo[e][1,4]diazepine-2,5-dione). RXN SMILES: C([O:4][CH2:5][CH2:6][N:7]1[C:13]2[CH:14]=[CH:15][C:16]([Cl:18])=[CH:17][C:12]=2[C:11](=[O:19])[NH:10][CH:9]([CH2:20][C:21]2[CH:26]=[CH:25][CH:24]=[CH:23][C:22]=2[Cl:27])[C:8]1=[O:28])(=O)C.[OH-].[Na+].Cl.N1C=CN=C1.[Si:37](Cl)([C:40]([CH3:43])([CH3:42])[CH3:41])([CH3:39])[CH3:38]>O1CCCC1.C(OCC)(=O)C.CO>[Si:37]([O:4][CH2:5][CH2:6][N:7]1[C:13]2[CH:14]=[CH:15][C:16]([Cl:18])=[CH:17][C:12]=2[C:11](=[O:19])[NH:10][CH:9]([CH2:20][C:21]2[CH:26]=[CH:25][CH:24]=[CH:23][C:22]=2[Cl:27])[C:8]1=[O:28])([C:40]([CH3:43])([CH3:42])[CH3:41])([CH3:39])[CH3:38] |f:1.2|. Reported procedure: To 2-(7-chloro-3-(2-chlorobenzyl)-2,5-dioxo-2,3,4,5-tetrahydro-1H-benzo[e][1,4]diazepin-1-yl)ethyl acetate (0.62 g, 1.47 mmol) suspended in tetrahydrofuran (10 mL) was added 2M aqueous sodium hydroxide (2.2 mL, 4.4 mmol). Methanol (2 mL) was added, which caused the solution to become homogeneous. The solution was stirred at ambient temperature for 2 hours, then acidified with 1M hydrochloric acid, partitioned between ethyl acetate and brine, separated, dried with sodium sulfate, filtered and con...